From a dataset of the Open Reaction Database (ORD), a public repository of structured organic reaction records. describe an organic reaction: reactants, conditions, products, and yield The reactants are CCc1ccc(C(=O)c2cc(Cl)ccc2O)cc1, O=C(O)C(F)(F)F. Product: CCc1ccc(Cc2cc(Cl)ccc2O)cc1. As a reaction SMILES: [Cl:1][c:2]1[cH:3][cH:4][c:5]([OH:18])[c:6]([C:8](=[O:9])[c:10]2[cH:11][cH:12][c:13]([CH2:16][CH3:17])[cH:14][cH:15]2)[cH:7]1.[F:19][C:20]([F:21])([F:22])[C:23]([OH:24])=[O:25]>>[Cl:1][c:2]1[cH:3][cH:4][c:5]([OH:18])[c:6]([CH2:8][c:10]2[cH:11][cH:12][c:13]([CH2:16][CH3:17])[cH:14][cH:15]2)[cH:7]1. Starting materials: CCOC(=O)c1cc(-c2ccc(OC)cc2)nn(C)c1=O, NCc1ccccc1, Cc1ccccc1C. The product is COc1ccc(-c2cc(C(=O)NCc3ccccc3)c(=O)n(C)n2)cc1. As a reaction SMILES: [CH2:1]([O:2][C:4](=[O:5])[c:6]1[c:7](=[O:21])[n:8]([CH3:20])[n:9][c:10](-[c:12]2[cH:13][cH:14][c:15]([O:18][CH3:19])[cH:16][cH:17]2)[cH:11]1)[CH3:3].[NH2:22][CH2:23][c:24]1[cH:25][cH:26][cH:27][cH:28][cH:29]1.[c:30]1([CH3:31])[c:32]([CH3:33])[cH:34][cH:35][cH:36][cH:37]1>>[C:4](=[O:5])([c:6]1[c:7](=[O:21])[n:8]([CH3:20])[n:9][c:10](-[c:12]2[cH:13][cH:14][c:15]([O:18][CH3:19])[cH:16][cH:17]2)[cH:11]1)[NH:22][CH2:23][c:24]1[cH:25][cH:26][cH:27][cH:28][cH:29]1. Yields the product COC1=C(C=C2CC(NCC2=C1)(C)C)O[Si](C(C)C)(C(C)C)C(C)C (7-Methoxy-3,3-dimethyl-6-triisopropylsilanyloxy-1,2,3,4-tetrahydro-isoquinoline). The yield is 81.6%. Procedure details: To a solution of 224 (1.25 g, 6 mmol) in DCM (50 ml) was added imidazole (1.73 g, 25.4 mmol) and triisopropylsilyl chloride (2.71 ml, 12.7 mmol). The reaction mixture was stirred at rt for 22 h. Water (30 ml) and Chloroform (30 ml) were added. The layers separated and the aqueous layer extracted with chloroform (3×30 ml). The combined organic layers were washed with brine (30 ml), dried (MgSO4) and concentrated in vacuo. Purification by column chromatography eluting with EtOAc:MeOH:TEA; 10:1:01 ... RXN SMILES: [CH3:1][O:2][C:3]1[CH:12]=[C:11]2[C:6]([CH2:7][C:8]([CH3:14])([CH3:13])[NH:9][CH2:10]2)=[CH:5][C:4]=1[OH:15].N1C=CN=C1.[CH:21]([Si:24](Cl)([CH:28]([CH3:30])[CH3:29])[CH:25]([CH3:27])[CH3:26])([CH3:23])[CH3:22].O>C(Cl)Cl.C(Cl)(Cl)Cl>[CH3:1][O:2][C:3]1[CH:12]=[C:11]2[C:6]([CH2:7][C:8]([CH3:13])([CH3:14])[NH:9][CH2:10]2)=[CH:5][C:4]=1[O:15][Si:24]([CH:28]([CH3:30])[CH3:29])([CH:25]([CH3:27])[CH3:26])[CH:21]([CH3:23])[CH3:22]. Reactants: O (Water), COC1=C(C=C2CC(NCC2=C1)(C)C)O (1,2,3,4-Tetrahydro-7-methoxy-3,3-dimethylisoquinolin-6-ol), N1C=NC=C1 (imidazole), C(C)(C)[Si](C(C)C)(C(C)C)Cl (triisopropylsilyl chloride). The solvent is C(Cl)(Cl)Cl (Chloroform), C(Cl)Cl (DCM). Reaction conditions: time 22 hour. Starting materials: Cl.FC(C=1C=C(C=CC1)C1=CC=C(O1)C(OCC)=N)(F)F (ethyl 5-(3-trifluoromethylphenyl)-2-furimidate hydrochloride), COC(CN)OC (aminoacetaldehyde dimethyl acetal). Solvent: C(C)O (ethanol). The product is Cl.COC(CN=C(N)C=1OC(=CC1)C1=CC(=CC=C1)C(F)(F)F)OC (N'-(2,2-dimethoxyethyl)-5-(3-trifluoromethylphenyl)-2-furamidine hydrochloride). Yield: 77.7%. Reaction SMILES: [ClH:1].[F:2][C:3]([F:21])([F:20])[C:4]1[CH:5]=[C:6]([C:10]2[O:14][C:13]([C:15](=[NH:19])OCC)=[CH:12][CH:11]=2)[CH:7]=[CH:8][CH:9]=1.[CH3:22][O:23][CH:24]([O:27][CH3:28])[CH2:25][NH2:26]>C(O)C>[ClH:1].[CH3:22][O:23][CH:24]([O:27][CH3:28])[CH2:25][N:26]=[C:15]([C:13]1[O:14][C:10]([C:6]2[CH:7]=[CH:8][CH:9]=[C:4]([C:3]([F:2])([F:20])[F:21])[CH:5]=2)=[CH:11][CH:12]=1)[NH2:19] |f:0.1,4.5|. Reported procedure: To a stirring mixture of 110 g (0.36 mole) of ethyl 5-(3-trifluoromethylphenyl)-2-furimidate hydrochloride and 1700 ml of absolute ethanol was added 38 g (0.36 mole) of aminoacetaldehyde dimethyl acetal with dissolution. The reaction solution was refluxed for 6 hours, the solvent was removed on the Calab evaporator, and the residual solid was washed in hexane and air dried to yield 106 g (78%) of N'-(2,2-dimethoxyethyl)-5-(3-trifluoromethylphenyl)-2-furamidine hydrochloride. A sample was recryst...